From a dataset of the Open Reaction Database (ORD), a public repository of structured organic reaction records. describe an organic reaction: reactants, conditions, products, and yield Reactants: ClC=1C=C(C=CC1F)NC1=NC=NC2=CC(=C(C=C12)OCCCN1CC2C(CC1)CCN2C(=O)OC(C)(C)C)OC (tert-butyl 6-(3-((4-((3-chloro-4-fluorophenyl)amino)-7-methoxyquinazolin-6-yl)oxy) propyl)octahydro-1H-pyrrolo[2,3-c]pyridine-1-carboxylate), C(Cl)Cl (CH2Cl2), CO (MeOH), C=O (HCHO), NaB(O2CCH3)3H. The solvent is O (water), CC(=O)O (AcOH). Reaction conditions: time 1.5 hour. Product: ClC=1C=C(C=CC1F)NC1=NC=NC2=CC(=C(C=C12)OCCCN1CC2C(CC1)CCN2C)OC (N-(3-chloro-4-fluorophenyl)-7-methoxy-6-(3-(1-methylhexahydro-1H-pyrrolo[2,3-c]pyridin-6(2H)-yl) propoxy)quinazolin-4-amine). Yield: 76.2%. As a reaction SMILES: [Cl:1][C:2]1[CH:3]=[C:4]([NH:9][C:10]2[C:19]3[C:14](=[CH:15][C:16]([O:40][CH3:41])=[C:17]([O:20][CH2:21][CH2:22][CH2:23][N:24]4[CH2:29][CH2:28][CH:27]5[CH2:30][CH2:31][N:32]([C:33](OC(C)(C)C)=O)[CH:26]5[CH2:25]4)[CH:18]=3)[N:13]=[CH:12][N:11]=2)[CH:5]=[CH:6][C:7]=1[F:8].C(Cl)Cl.CO.C=O>O.CC(O)=O>[Cl:1][C:2]1[CH:3]=[C:4]([NH:9][C:10]2[C:19]3[C:14](=[CH:15][C:16]([O:40][CH3:41])=[C:17]([O:20][CH2:21][CH2:22][CH2:23][N:24]4[CH2:29][CH2:28][CH:27]5[CH2:30][CH2:31][N:32]([CH3:33])[CH:26]5[CH2:25]4)[CH:18]=3)[N:13]=[CH:12][N:11]=2)[CH:5]=[CH:6][C:7]=1[F:8]. Reported procedure: To a solution of tert-butyl 6-(3-((4-((3-chloro-4-fluorophenyl)amino)-7-methoxyquinazolin-6-yl)oxy) propyl)octahydro-1H-pyrrolo[2,3-c]pyridine-1-carboxylate (0.20 g) in the mixture solvent of CH2Cl2 and MeOH was added 37% HCHO (0.10 mL), AcOH (0.15 mL) and NaB(O2CCH3)3H (0.26 g) in turn at room temperature. The mixture was stirred for 1.5 h, diluted with water and extracted with CH2Cl2. The organic layer was dried over anhydrous Na2SO4 for 1 h and filtered. The filtrate was concentrated and redi...